From a dataset of the Open Reaction Database (ORD), a public repository of structured organic reaction records. describe an organic reaction: reactants, conditions, products, and yield The reactants are CC#N, CSSC, c1ccc2cc3ccccc3cc2c1. The product is CSc1c2ccccc2cc2ccccc12. As a reaction SMILES: [CH3:19][C:20]#[N:21].[CH3:1][S:2][S:3][CH3:4].[cH:5]1[cH:6][cH:7][c:8]2[cH:9][c:10]3[cH:11][cH:12][cH:13][cH:14][c:15]3[cH:16][c:17]2[cH:18]1>>[CH3:1][S:2][c:16]1[c:15]2[c:10]([cH:9][c:8]3[cH:7][cH:6][cH:5][cH:18][c:17]31)[cH:11][cH:12][cH:13][cH:14]2. Starting materials: CCCS(=O)(=O)c1ccc(F)c(Br)c1, CCCS(=O)(=O)c1ccc(Cl)cc1. The product is CCCS(=O)(=O)c1ccc(Cl)c(Br)c1. Reaction SMILES: [Br:1][c:2]1[c:3]([F:14])[cH:4][cH:5][c:6]([S:8](=[O:9])(=[O:10])[CH2:11][CH2:12][CH3:13])[cH:7]1.[Cl:15][c:16]1[cH:17][cH:18][c:19]([S:20]([CH2:21][CH2:22][CH3:23])(=[O:24])=[O:25])[cH:26][cH:27]1>>[Br:1][c:2]1[c:3]([Cl:15])[cH:4][cH:5][c:6]([S:8](=[O:9])(=[O:10])[CH2:11][CH2:12][CH3:13])[cH:7]1. Starting materials: C1CCOC1 (THF), Cl.COC=1C=C(C(=O)O)C=CC1OCCN1CCCC1 (3-methoxy-4-[2-(1-pyrrolidinyl)ethoxy]benzoic acid hydrochloride), C(C(=O)Cl)(=O)Cl (oxalyl chloride), C(C)(C)[Si](OC1=CC=C(C=C1)C1=CC2=C(S1)C=CC=C2)(C(C)C)C(C)C (2-(4-triisopropylsilyloxyphenyl)benzo[b]thiophene). The reagents and catalysts are CN(C)C=O (DMF), Cl[Ti](Cl)(Cl)Cl (TiCl4). Run in hexanes, ClC(C)Cl (dichloroethane). Product: TEA, C(C)(C)[Si](OC1=CC=C(C=C1)C1=C(C2=C(S1)C=CC=C2)C(=O)C2=CC(=C(C=C2)OCCN2CCCC2)OC)(C(C)C)C(C)C (3-Methoxy-4-[2-(1-pyrrolidinyl)ethoxy]phenyl 2-(4-Triisopropylsilyloxyphenyl)benzo[b]thiophen-3-yl Ketone). The yield is 5.0%. Reaction SMILES: Cl.[CH3:2][O:3][C:4]1[CH:5]=[C:6]([CH:10]=[CH:11][C:12]=1[O:13][CH2:14][CH2:15][N:16]1[CH2:20][CH2:19][CH2:18][CH2:17]1)[C:7]([OH:9])=O.C(Cl)(=O)C(Cl)=O.[CH:27]([Si:30]([CH:50]([CH3:52])[CH3:51])([CH:47]([CH3:49])[CH3:48])[O:31][C:32]1[CH:37]=[CH:36][C:35]([C:38]2[S:42][C:41]3[CH:43]=[CH:44][CH:45]=[CH:46][C:40]=3[CH:39]=2)=[CH:34][CH:33]=1)([CH3:29])[CH3:28].C1COCC1>ClC(Cl)C.CN(C=O)C.Cl[Ti](Cl)(Cl)Cl>[CH:50]([Si:30]([CH:27]([CH3:29])[CH3:28])([CH:47]([CH3:49])[CH3:48])[O:31][C:32]1[CH:37]=[CH:36][C:35]([C:38]2[S:42][C:41]3[CH:43]=[CH:44][CH:45]=[CH:46][C:40]=3[C:39]=2[C:7]([C:6]2[CH:10]=[CH:11][C:12]([O:13][CH2:14][CH2:15][N:16]3[CH2:20][CH2:19][CH2:18][CH2:17]3)=[C:4]([O:3][CH3:2])[CH:5]=2)=[O:9])=[CH:34][CH:33]=1)([CH3:52])[CH3:51] |f:0.1|. Procedure: A slurry of 4.34 g (14.4 mmol) of 3-methoxy-4-[2-(1-pyrrolidinyl)ethoxy]benzoic acid hydrochloride (Part G, below) in 75 mL of dichloroethane was treated with 2 drops of DMF followed by 5.00 mL (57.3 mmol; 4 eq) of oxalyl chloride. The reaction was stirred at ambient temperature until gas evolution ceased and was concentrated in vacuo. The solid was reconstituted in 75 mL dichloroethane. The mixture was cooled to 0° C., treated with 5.00 g (13.0 mmol; 0.9 eq) of 2-(4-triisopropylsilyloxyphenyl)b... Reactants: BrC=1C(=NC(=NC1OC)OC)Cl (5-bromo-4-chloro-2,6-dimethoxy-pyrimidine), C1(CC1)B(O)O (cyclopropyl boronic acid), ClCl (Cl2), C(=O)([O-])[O-].[Na+].[Na+] (Na2CO3). Reagents/catalysts: [Pd] (Pd), C1=CC=C(C=C1)P([C-]2C=CC=C2)C3=CC=CC=C3.C1=CC=C(C=C1)P([C-]2C=CC=C2)C3=CC=CC=C3.[Fe+2] (dppf). The solvent is COCCOC (DME), C(C)(=O)OCC (Ethyl acetate). Reaction conditions: temperature 130 celsius. Product: ClC1=NC(=NC(=C1C1CC1)OC)OC (4-Chloro-5-cyclopropyl-2,6-dimethoxy-pyrimidine). Yield: 65.2%. Reaction SMILES: Br[C:2]1[C:3]([Cl:12])=[N:4][C:5]([O:10][CH3:11])=[N:6][C:7]=1[O:8][CH3:9].[CH:13]1(B(O)O)[CH2:15][CH2:14]1.ClCl.C([O-])([O-])=O.[Na+].[Na+]>[Pd].C1C=CC(P(C2C=CC=CC=2)[C-]2C=CC=C2)=CC=1.C1C=CC(P(C2C=CC=CC=2)[C-]2C=CC=C2)=CC=1.[Fe+2].C(OCC)(=O)C.COCCOC>[Cl:12][C:3]1[C:2]([CH:13]2[CH2:15][CH2:14]2)=[C:7]([O:8][CH3:9])[N:6]=[C:5]([O:10][CH3:11])[N:4]=1 |f:3.4.5,7.8.9|. Reported procedure: In a 5 mL microwave reaction tube, 5-bromo-4-chloro-2,6-dimethoxy-pyrimidine (116 mg, 0.457 mmol), cyclopropyl boronic acid (47 mg, 0.549 mmol, 1.2 eq.) and Pd(dppf(Cl2 (38 mg, 0.1 eq.) was charged with DME (2.5 mL) and 2M Na2CO3 aqueous solution (0.91 mL, 4 eq.). The reaction was heated at 130° C. in the microwave reactor for 30 minutes. Ethyl acetate was added, followed by washing with brine. The organic layer was concentrated down and purified (silica gel, 0-50% EtOAC/hexane) to give white so... The reactants are Cl (hydrochloric acid), N[C@H]1[C@H]2SCC(=C(N2C1=O)C(=O)O)N1N=C(N=N1)C ((6R,7R)-7-amino-3-(5-methyl-2H-tetrazol-2-yl)-8-oxo-5-thia-1-azabicyclo[4.2.0]oct-2-ene- 2-carboxylic acid), N12CCCCCC2=NCCC1 (1.8-diazabicyclo[5.4.0]undec-7-ene), C(C(C)(C)C)(=O)OCI (pivaloyloxymethyl iodide). The solvent is C(C)(C)O (isopropanol), C(C)(=O)OCCCC (n-butyl acetate), C(C)(=O)OCCCC (n-butyl acetate), CC(=O)C (acetone). Run at time 15 minute. Yields the product Cl.C(C(C)(C)C)(=O)O.O=C1CC2SCC=C(N12)C(=O)O (8-oxo-5-thia-1azabicyclo[4.2.0]oct-2-ene-2-carboxylate pivalate hydrochloride), Cl (HCl). Reaction SMILES: N[C@@H:2]1[C:9](=[O:10])[N:8]2[C@@H:3]1[S:4][CH2:5][C:6](N1N=NC(C)=N1)=[C:7]2[C:11]([OH:13])=[O:12].N12CCCN=C1CCCCC2.[C:31]([O:37]CI)(=[O:36])[C:32]([CH3:35])([CH3:34])[CH3:33].[ClH:40]>CC(C)=O.C(OCCCC)(=O)C.C(O)(C)C>[ClH:40].[C:31]([OH:37])(=[O:36])[C:32]([CH3:35])([CH3:34])[CH3:33].[O:10]=[C:9]1[N:8]2[CH:3]([S:4][CH2:5][CH:6]=[C:7]2[C:11]([OH:13])=[O:12])[CH2:2]1.[ClH:40] |f:7.8.9|. Reported procedure: 12.15 g of (6R,7R)-7-amino-3-(5-methyl-2H-tetrazol-2-yl)-8-oxo-5-thia-1-azabicyclo[4.2.0]oct-2-ene- 2-carboxylic acid are suspended in 60 ml of acetone. The suspension is treated within 15 minutes at 20°-25° while stirring with 6.3 g of 1.8-diazabicyclo[5.4.0]undec-7-ene (DBU), 10.6 g of pivaloyloxymethyl iodide are added to the resulting solution at 15° and the mixture is stirred for 15 minutes without cooling. 250 ml of n-butyl acetate are now added thereto. Crystallized-out DBU hydroiodide is... Starting materials: C1COCCO1, Cl, Cc1ccc(S(=O)(=O)N2CC3CC3(N=C=O)C2c2ccccc2)cc1. Product: Cc1ccc(S(=O)(=O)N2CC3CC3(N)C2c2ccccc2)cc1. Reaction SMILES: [CH2:27]1[O:28][CH2:29][CH2:30][O:31][CH2:32]1.[ClH:26].[N:1](=[C:2]=[O:3])[C:4]12[CH:5]([c:20]3[cH:21][cH:22][cH:23][cH:24][cH:25]3)[N:6]([S:10](=[O:11])(=[O:12])[c:13]3[cH:14][cH:15][c:16]([CH3:19])[cH:17][cH:18]3)[CH2:7][CH:8]1[CH2:9]2>>[NH2:1][C:4]12[CH:5]([c:20]3[cH:21][cH:22][cH:23][cH:24][cH:25]3)[N:6]([S:10](=[O:11])(=[O:12])[c:13]3[cH:14][cH:15][c:16]([CH3:19])[cH:17][cH:18]3)[CH2:7][CH:8]1[CH2:9]2.